The task is: describe an organic reaction: reactants, conditions, products, and yield. This data is from the Open Reaction Database (ORD), a public repository of structured organic reaction records. The reactants are [Al+3], C1CCOC1, COc1ccc2c(C(=O)O)n[nH]c2c1, [Cl-], ClCCl, [H-], [H-], [H-], [H-], [Li+], [NH4+], O=[Mn]=O. Product: COc1ccc2c(C=O)n[nH]c2c1. RXN SMILES: [Al+3:16].[CH2:23]1[O:24][CH2:25][CH2:26][CH2:27]1.[CH3:1][O:2][c:3]1[cH:4][cH:5][c:6]2[c:7]([C:12](=[O:13])[OH:14])[n:8][nH:9][c:10]2[cH:11]1.[Cl-:21].[Cl:28][CH2:29][Cl:30].[H-:15].[H-:18].[H-:19].[H-:20].[Li+:17].[NH4+:22].[O:31]=[Mn:32]=[O:33]>>[CH3:1][O:2][c:3]1[cH:4][cH:5][c:6]2[c:7]([CH:12]=[O:13])[n:8][nH:9][c:10]2[cH:11]1. Starting materials: CC(=O)OCC1=C2C=CC=CC2=C(C3=CC=CC=C31)COC(=O)C (acetic), CNC(=O)C1=CC=C(C=C1)C (N-methyl-4-toluamide), C(CCC)[Li] (n-butyl lithium), resultant solution, Cl (HCl). The solvent is CC(=O)C (acetone), O1CCCC1 (tetrahydrofuran), C(C)(=O)OCC (ethyl acetate). The product is CC1(OC(C2=CC=C(C=C12)C)=O)C (3,3,5-trimethyl-3H-isobenzofuran-1-one). RXN SMILES: CN[C:3]([C:5]1[CH:10]=[CH:9][C:8]([CH3:11])=[CH:7][CH:6]=1)=[O:4].[CH2:12]([Li])[CH2:13][CH2:14]C.CC(OCC1C2C(=CC=CC=2)C(COC(C)=O)=C2C=1C=CC=C2)=[O:19].Cl>O1CCCC1.C(OCC)(=O)C.CC(C)=O>[CH3:12][C:13]1([CH3:14])[C:10]2[C:5](=[CH:6][CH:7]=[C:8]([CH3:11])[CH:9]=2)[C:3](=[O:19])[O:4]1. Procedure: A suspension of N-methyl-4-toluamide (100 g) in anhydrous tetrahydrofuran (2 l) was cooled to -28° and n-butyl lithium (580 ml of 2.5M solution in hexanes) was added dropwise maintaining the temperature at -20° to -25°. The resultant solution was stirred at -20° for 2 h, then cooled to -42° and acetone (175 ml) added dropwise maintaining the temperature below -42°. Stirring was continued at -35° to -42° for 1 h before glacial acetic add (39 ml) was added. The mixture was stirred without further ... The reactants are CC1(OB(OC1(C)C)C=1C=CC2=C(N=C(O2)C2CCN(CC2)C(=O)OC(C)C)C1)C (Isopropyl 4-(5-(4,4,5,5-tetramethyl-1,3,2-dioxaborolan-2-yl)benzo[d]oxazol-2-yl)piperidine-1-carboxylate), BrC1=CC(=C(C(=O)NCCO)C=C1)F (4-bromo-2-fluoro-N-(2-hydroxyethyl)benzamide). Product: FC=1C=C(C=CC1C(NCCO)=O)C=1C=CC2=C(N=C(O2)C2CCN(CC2)C(=O)OC(C)C)C1 (Isopropyl 4-{5-[3-fluoro-4-(2-hydroxyethylcarbamoyl)phenyl]benzo[d]oxazol-2-yl}piperidine-1-carboxylate). Yield: 32.2%. As a reaction SMILES: CC1(C)C(C)(C)OB([C:9]2[CH:10]=[CH:11][C:12]3[O:16][C:15]([CH:17]4[CH2:22][CH2:21][N:20]([C:23]([O:25][CH:26]([CH3:28])[CH3:27])=[O:24])[CH2:19][CH2:18]4)=[N:14][C:13]=3[CH:29]=2)O1.Br[C:32]1[CH:43]=[CH:42][C:35]([C:36]([NH:38][CH2:39][CH2:40][OH:41])=[O:37])=[C:34]([F:44])[CH:33]=1>>[F:44][C:34]1[CH:33]=[C:32]([C:9]2[CH:10]=[CH:11][C:12]3[O:16][C:15]([CH:17]4[CH2:22][CH2:21][N:20]([C:23]([O:25][CH:26]([CH3:27])[CH3:28])=[O:24])[CH2:19][CH2:18]4)=[N:14][C:13]=3[CH:29]=2)[CH:43]=[CH:42][C:35]=1[C:36](=[O:37])[NH:38][CH2:39][CH2:40][OH:41]. Procedure: Following the General Procedure-3, the titled compound (65 mg) was prepared from Intermediate 14 (200 mg, 0.54 mmol) and 4-bromo-2-fluoro-N-(2-hydroxyethyl)benzamide (110 mg, 0.43 mmol) as a brown solid. M.P.: 145-147° C. MS (m/z): 470.4 [M+H]+ The reactants are C1(CC1)N(S(=O)(=O)C1=C(C=C(C=C1C)OC)C)CCOCC(=O)O (2-(2-(N-cyclopropyl-4-methoxy-2,6-dimethylphenyl-sulfonamido)ethoxy)acetic acid), C(C)(C)N(CC)C(C)C (diisopropyl ethylamine), resultant solution, C1(CC1)N1CCN(CC1)C1(CCNCC1)CN1C(C2=CC=CC=C2C1)=O (2-((4-(4-cyclopropylpiperazin-1-yl)piperidin-4-yl)methyl)isoindolin-1-one), C=1C=CC2=C(C1)N=NN2O (HOBT), CCN=C=NCCCN(C)C (EDCI). Run in ClCCl (dichloromethane), ClCCl (dichloromethane), ClCCl (dichloromethane). Run at temperature 0 celsius, time 16 hour. The product is C1(CC1)N(S(=O)(=O)C1=C(C=C(C=C1C)OC)C)CCOCC(=O)N1CCC(CC1)(CN1C(C2=CC=CC=C2C1)=O)N1CCN(CC1)C1CC1 (N-Cyclopropyl-N-(2-(2-(4-(4-cyclopropylpiperazin-1-yl)-4-((1-oxoisoindolin-2-yl)methyl)piperidin-1-yl)-2-oxoethoxy)ethyl)-4-methoxy-2,6-dimethylbenzenesulfonamide). The yield is 50.0%. Reaction SMILES: [CH:1]1([N:4]([CH2:18][CH2:19][O:20][CH2:21][C:22](O)=[O:23])[S:5]([C:8]2[C:13]([CH3:14])=[CH:12][C:11]([O:15][CH3:16])=[CH:10][C:9]=2[CH3:17])(=[O:7])=[O:6])[CH2:3][CH2:2]1.C(N(C(C)C)CC)(C)C.C1C=CC2N(O)N=NC=2C=1.CCN=C=NCCCN(C)C.[CH:55]1([N:58]2[CH2:63][CH2:62][N:61]([C:64]3([CH2:70][N:71]4[CH2:79][C:78]5[C:73](=[CH:74][CH:75]=[CH:76][CH:77]=5)[C:72]4=[O:80])[CH2:69][CH2:68][NH:67][CH2:66][CH2:65]3)[CH2:60][CH2:59]2)[CH2:57][CH2:56]1>ClCCl>[CH:1]1([N:4]([CH2:18][CH2:19][O:20][CH2:21][C:22]([N:67]2[CH2:66][CH2:65][C:64]([N:61]3[CH2:62][CH2:63][N:58]([CH:55]4[CH2:56][CH2:57]4)[CH2:59][CH2:60]3)([CH2:70][N:71]3[CH2:79][C:78]4[C:73](=[CH:74][CH:75]=[CH:76][CH:77]=4)[C:72]3=[O:80])[CH2:69][CH2:68]2)=[O:23])[S:5]([C:8]2[C:9]([CH3:17])=[CH:10][C:11]([O:15][CH3:16])=[CH:12][C:13]=2[CH3:14])(=[O:7])=[O:6])[CH2:2][CH2:3]1. Reported procedure: To a solution of 2-(2-(N-cyclopropyl-4-methoxy-2,6-dimethylphenyl-sulfonamido)ethoxy)acetic acid AC7 (0.306 mmol) in dichloromethane (10 ml/mmol) was added diisopropyl ethylamine (4.0 equiv.) at 0° C. followed by the addition of HOBT (1.0 equiv.) and EDCI (1.5 equiv.). The resultant solution was stirred at 25° C. for 15 min. It was again cooled to 0° C. and a solution of 2-((4-(4-cyclopropylpiperazin-1-yl)piperidin-4-yl)methyl)isoindolin-1-one AM13 (1.2 equiv) in dichloromethane (2 ml) was added... Run in O1CCOCC1 (1,4-dioxane), O (water). Conditions: temperature 115 celsius, time 5 hour. Procedure details: A mixture of 6-(2,6-difluoro-3,5-dimethoxyphenyl)-3-iodo-1H-pyrazolo[3,4-d]pyrimidine (16.7 mg, 0.0400 mmol), N,N-dimethyl-5-(4,4,5,5-tetramethyl-1,3,2-dioxaborolan-2-yl)-2,3-dihydro-1-benzofuran-2-carboxamide (19.0 mg, 0.0600 mmol) (Example 1, Step 2), tetrakis(triphenylphosphine)palladium(0) (2.77 mg, 0.00240 mmol) and sodium carbonate (12.7 mg, 0.120 mmol) in 1,4-dioxane (0.42 mL) and water (0.14 mL) in a reaction vial was sealed, and degassed and recharged with nitrogen for three times. The ... The reagents and catalysts are C=1C=CC(=CC1)[P](C=2C=CC=CC2)(C=3C=CC=CC3)[Pd]([P](C=4C=CC=CC4)(C=5C=CC=CC5)C=6C=CC=CC6)([P](C=7C=CC=CC7)(C=8C=CC=CC8)C=9C=CC=CC9)[P](C=1C=CC=CC1)(C=1C=CC=CC1)C=1C=CC=CC1 (tetrakis(triphenylphosphine)palladium(0)). Reaction SMILES: [F:1][C:2]1[C:7]([O:8][CH3:9])=[CH:6][C:5]([O:10][CH3:11])=[C:4]([F:12])[C:3]=1[C:13]1[N:18]=[C:17]2[NH:19][N:20]=[C:21](I)[C:16]2=[CH:15][N:14]=1.[CH3:23][N:24]([CH3:45])[C:25]([CH:27]1[CH2:31][C:30]2[CH:32]=[C:33](B3OC(C)(C)C(C)(C)O3)[CH:34]=[CH:35][C:29]=2[O:28]1)=[O:26].C(=O)([O-])[O-].[Na+].[Na+]>O1CCOCC1.O.C1C=CC([P]([Pd]([P](C2C=CC=CC=2)(C2C=CC=CC=2)C2C=CC=CC=2)([P](C2C=CC=CC=2)(C2C=CC=CC=2)C2C=CC=CC=2)[P](C2C=CC=CC=2)(C2C=CC=CC=2)C2C=CC=CC=2)(C2C=CC=CC=2)C2C=CC=CC=2)=CC=1>[F:1][C:2]1[C:7]([O:8][CH3:9])=[CH:6][C:5]([O:10][CH3:11])=[C:4]([F:12])[C:3]=1[C:13]1[N:18]=[C:17]2[NH:19][N:20]=[C:21]([C:33]3[CH:34]=[CH:35][C:29]4[O:28][CH:27]([C:25]([N:24]([CH3:23])[CH3:45])=[O:26])[CH2:31][C:30]=4[CH:32]=3)[C:16]2=[CH:15][N:14]=1 |f:2.3.4,^1:62,64,83,102|. The reactants are FC1=C(C(=C(C=C1OC)OC)F)C1=NC=C2C(=N1)NN=C2I (6-(2,6-difluoro-3,5-dimethoxyphenyl)-3-iodo-1H-pyrazolo[3,4-d]pyrimidine), CN(C(=O)C1OC2=C(C1)C=C(C=C2)B2OC(C(O2)(C)C)(C)C)C (N,N-dimethyl-5-(4,4,5,5-tetramethyl-1,3,2-dioxaborolan-2-yl)-2,3-dihydro-1-benzofuran-2-carboxamide), C([O-])([O-])=O.[Na+].[Na+] (sodium carbonate). Yields the product FC1=C(C(=C(C=C1OC)OC)F)C1=NC=C2C(=N1)NN=C2C=2C=CC1=C(CC(O1)C(=O)N(C)C)C2 (5-[6-(2,6-difluoro-3,5-dimethoxyphenyl)-1H-pyrazolo[3,4-d]pyrimidin-3-yl]-N,N-dimethyl-2,3-dihydro-1-benzofuran-2-carboxamide).